From a dataset of the Open Reaction Database (ORD), a public repository of structured organic reaction records. describe an organic reaction: reactants, conditions, products, and yield Starting materials: Cl (hydrochloric acid), NC1=CC=C(C=C1)C(CCC)=O (p-aminobutyrophenone), ClOC(C)(C)C (tert-butyl hypochlorite), C(C)OC(CC)=S (methylthioacetic acid ethyl ester). Product: C(CCC)(=O)C=1C=C2C(C(NC2=CC1)=S)C (5-Butyryl-3-methylthiooxindole). The solvent is C(Cl)Cl (methylene chloride), O (water), C(C)N(CC)CC (triethylamine), O (water), C(C)OCC (diethyl ether). RXN SMILES: [NH2:1][C:2]1[CH:7]=[CH:6][C:5]([C:8](=[O:12])[CH2:9][CH2:10][CH3:11])=[CH:4][CH:3]=1.ClOC(C)(C)C.C(O[C:22](=[S:25])[CH2:23][CH3:24])C.Cl>C(Cl)Cl.C(OCC)C.O.C(N(CC)CC)C>[C:8]([C:5]1[CH:6]=[C:7]2[C:2](=[CH:3][CH:4]=1)[NH:1][C:22](=[S:25])[CH:23]2[CH3:24])(=[O:12])[CH2:9][CH2:10][CH3:11]. Run at time 10 minute. Procedure details: 8.15 g of p-aminobutyrophenone are dissolved in 300 ml of methylene chloride and the solution is cooled to -30° under nitrogen. 5.96 g of tert-butyl hypochlorite are then added dropwise and, in the course of this, the mixture is slowly cooled to -65°. Stirring is then carried out for 10 minutes at -65°, 7.37 g of methylthioacetic acid ethyl ester are added dropwise, the mixture is left for one hour at -65°, 5.55 g of triethylamine are added, and the mixture is slowly allowed to warm to room temp... Starting materials: CC(=NO)c1ccc(C(C)(C)C)cc1, COC(=O)c1ccc(OCCBr)cc1O, [H-], [Na+], C1CCOC1. Product: COC(=O)c1ccc(OCCON=C(C)c2ccc(C(C)(C)C)cc2)cc1O. As a reaction SMILES: [C:3]([CH3:4])([CH3:5])([CH3:6])[c:7]1[cH:8][cH:9][c:10]([C:13]([CH3:14])=[N:15][OH:16])[cH:11][cH:12]1.[CH3:17][O:18][C:19]([c:20]1[c:21]([OH:30])[cH:22][c:23]([O:26][CH2:27][CH2:28][Br:29])[cH:24][cH:25]1)=[O:31].[H-:1].[Na+:2].[O:32]1[CH2:33][CH2:34][CH2:35][CH2:36]1>>[C:3]([CH3:4])([CH3:5])([CH3:6])[c:7]1[cH:8][cH:9][c:10]([C:13]([CH3:14])=[N:15][O:16][CH2:28][CH2:27][O:26][c:23]2[cH:22][c:21]([OH:30])[c:20]([C:19]([O:18][CH3:17])=[O:31])[cH:25][cH:24]2)[cH:11][cH:12]1. Starting materials: OC1=C(C(=NC2=C(C=CC=C12)C(F)(F)F)CC1=CC=CC=C1)C(=O)OCC (ethyl 4-hydroxy-2-phenylmethyl-8-trifluoromethyl-quinoline-3-carboxylate), Be sodium hydroxide. The solvent is C(C)O (ethanol). Yields the product OC1=C(C(=NC2=C(C=CC=C12)C(F)(F)F)CC1=CC=CC=C1)C(=O)O (4-hydroxy-2-phenylmethyl-8-trifluoromethyl-quinoline-3-carboxylic acid). Isolated yield 83.9%. Reaction SMILES: [OH:1][C:2]1[C:11]2[C:6](=[C:7]([C:12]([F:15])([F:14])[F:13])[CH:8]=[CH:9][CH:10]=2)[N:5]=[C:4]([CH2:16][C:17]2[CH:22]=[CH:21][CH:20]=[CH:19][CH:18]=2)[C:3]=1[C:23]([O:25]CC)=[O:24]>C(O)C>[OH:1][C:2]1[C:11]2[C:6](=[C:7]([C:12]([F:15])([F:13])[F:14])[CH:8]=[CH:9][CH:10]=2)[N:5]=[C:4]([CH2:16][C:17]2[CH:18]=[CH:19][CH:20]=[CH:21][CH:22]=2)[C:3]=1[C:23]([OH:25])=[O:24]. Procedure details: Using the procedure of Step E of Example 6, a mixture of 9.4 g of the product of Step D, 25.2 ml of 36° Be sodium hydroxide and 51 ml of 95% ethanol was refluxed for 6 hours to obtain 7.3 g of 4-hydroxy-2-phenylmethyl-8-trifluoromethyl-quinoline-3-carboxylic acid melting at 252° C which was used as is for the next step. The reactants are ClC1=C(COC2=C(C=CC=C2)C(=C)CN2C=NC=C2)C=CC(=C1)Cl (2-[2-(2,4-Dichlorobenzyloxy)phenyl]-3-(imidazol-1-yl)-1-propene), C(C(=O)O)(=O)O (oxalic acid). Run in C(C)OCC (diethyl ether), C(C)OCC (diethyl ether). The product is C(C(=O)O)(=O)O.ClC1=C(COC2=C(C=CC=C2)C(=C)CN2C=NC=C2)C=CC(=C1)Cl (2-[2-(2,4-Dichlorobenzyloxy)phenyl]-3-(imidazol-1-yl)-1-propene oxalate). Isolated yield 83.8%. As a reaction SMILES: [Cl:1][C:2]1[CH:23]=[C:22]([Cl:24])[CH:21]=[CH:20][C:3]=1[CH2:4][O:5][C:6]1[CH:11]=[CH:10][CH:9]=[CH:8][C:7]=1[C:12]([CH2:14][N:15]1[CH:19]=[CH:18][N:17]=[CH:16]1)=[CH2:13].[C:25]([OH:30])(=[O:29])[C:26]([OH:28])=[O:27]>C(OCC)C>[C:25]([OH:30])(=[O:29])[C:26]([OH:28])=[O:27].[Cl:1][C:2]1[CH:23]=[C:22]([Cl:24])[CH:21]=[CH:20][C:3]=1[CH2:4][O:5][C:6]1[CH:11]=[CH:10][CH:9]=[CH:8][C:7]=1[C:12]([CH2:14][N:15]1[CH:19]=[CH:18][N:17]=[CH:16]1)=[CH2:13] |f:3.4|. Procedure details: 2-[2-(2,4-Dichlorobenzyloxy)phenyl]-3-(imidazol-1-yl)-1-propene (98.9 g, 0.275 mole) was dissolved in diethyl ether (200 ml) and a solution of oxalic acid (24.79 g, 0.275 mole) in diethyl ether was added thereof with stirring. The solvent was distilled off under reduced pressure and the residue was recrystallized from methanol-diethyl ether to obtain the title compound (103.5 g, 83.8%), m.p. 131°-132° C. Yields the product COC1=NC(=NC(=C1)OC)NC(=O)NS(=O)(=O)C1=C(C=CC=C1)S(=O)(=O)CCOC (N-[(4,6-dimethoxypyrimidin-2-yl)aminocarbonyl]-2-[(2-methoxyethyl)sulfonyl]benzenesulfonamide). The yield is 69.0%. The reactants are COCCS(=O)(=O)C1=C(C=CC=C1)S(=O)(=O)N=C=O (2-[(2-methoxyethyl)sulfonyl]benzenesulfonyl isocyanate), NC1=NC(=CC(=N1)OC)OC (2-amino-4,6-dimethoxypyrimidine), C1CN2CCN1CC2 (DABCO). Run in ClCCl (dichloromethane). As a reaction SMILES: [CH3:1][O:2][CH2:3][CH2:4][S:5]([C:8]1[CH:13]=[CH:12][CH:11]=[CH:10][C:9]=1[S:14]([N:17]=[C:18]=[O:19])(=[O:16])=[O:15])(=[O:7])=[O:6].[NH2:20][C:21]1[N:26]=[C:25]([O:27][CH3:28])[CH:24]=[C:23]([O:29][CH3:30])[N:22]=1.C1N2CCN(CC2)C1>ClCCl>[CH3:30][O:29][C:23]1[CH:24]=[C:25]([O:27][CH3:28])[N:26]=[C:21]([NH:20][C:18]([NH:17][S:14]([C:9]2[CH:10]=[CH:11][CH:12]=[CH:13][C:8]=2[S:5]([CH2:4][CH2:3][O:2][CH3:1])(=[O:7])=[O:6])(=[O:15])=[O:16])=[O:19])[N:22]=1. Conditions: time 8 hour. Procedure details: A solution of 2-[(2-methoxyethyl)sulfonyl]benzenesulfonyl isocyanate (1.7 g, 0.0057 mol) in dichloromethane (10 ml) was added to 2-amino-4,6-dimethoxypyrimidine (0.70 g, 0.0045 mol) and DABCO (catalytic amount); the mixture was stirred at room temperature under nitrogen overnight. Filtration gave N-[(4,6-dimethoxypyrimidin-2-yl)aminocarbonyl]-2-[(2-methoxyethyl)sulfonyl]benzenesulfonamide (1.43 g) as a white powder, m.p. 187°-192°. Reactants: COC1=C(C(=C(C2=CC=CC=C12)OC)C)/C=C(/C(=O)O)\C ((E)-3-(1,4-dimethoxy-3-methylnaphthalen-2-yl)-2-methylpropenoic acid), product, Et2O hexanes, C1(C(=CC(C2=CC=CC=C12)=O)/C=C(/C(=O)O)\C)=O ((E)-3-(1,4-naphthoquinon-2-yl)-2-methylpropenoic acid). The solvent is hexanes, CC(=O)C (acetone). Yields the product CC1=C(C(C2=CC=CC=C2C1=O)=O)/C=C(/C(=O)O)\C ((E)-3-(3-methyl-1,4-naphthoquinon-2-yl)-2-methylpropenoic acid). As a reaction SMILES: C[O:2][C:3]1[C:12]2[C:7](=[CH:8][CH:9]=[CH:10][CH:11]=2)[C:6]([O:13]C)=[C:5]([CH3:15])[C:4]=1/[CH:16]=[C:17](\[CH3:21])/[C:18]([OH:20])=[O:19].C1(=O)C2C(=CC=CC=2)C(=O)C=C1/C=C(\C)/C(O)=O>CC(C)=O>[CH3:15][C:5]1[C:6](=[O:13])[C:7]2[C:12](=[CH:11][CH:10]=[CH:9][CH:8]=2)[C:3](=[O:2])[C:4]=1/[CH:16]=[C:17](\[CH3:21])/[C:18]([OH:20])=[O:19]. Procedure: Compound 35a was prepared from 99a (0.083 g, 0.29 mmol) as described above for 30a to give 0.048 g (0.19 mmol, 65%) of the product as a yellow solid following flash chromatography (3:17 acetone:hexanes 0.5% AcOH) and recrystallization from Et2O/hexanes. Reactants: [H-].[H-].[H-].[H-].[Li+].[Al+3] (LAH), CC(=CC)[C@H]1CC[C@H]2[C@@H]3CC(C4=CC(CC[C@]4(C)[C@H]3CC[C@]12C)=O)=O (20,21-Dimethylpregna-4,20-dien-3,6-dione), [O-]S(=O)(=O)[O-].[Na+].[Na+] (Glauber's salt). Solvent: CCOCC (Ether), CCOCC (ether). Conditions: time 30 minute. Product: C[C@@H]1[C@]2(C)[C@@H](CC1)[C@@H]1CCC3=CC(CC[C@]3(C)[C@H]1CC2)O (17β-Methylandrost-4-en-3-ol). As a reaction SMILES: [H-].[H-].[H-].[H-].[Li+].[Al+3].C[C:8]([C@@H:11]1[C@:28]2([CH3:29])[C@H:14]([C@H:15]3[C@H:25]([CH2:26][CH2:27]2)[C@:23]2([CH3:24])[C:18](=[CH:19][C:20](=[O:30])[CH2:21][CH2:22]2)[C:17](=O)[CH2:16]3)[CH2:13][CH2:12]1)=CC.[O-]S([O-])(=O)=O.[Na+].[Na+]>CCOCC>[CH3:8][C@H:11]1[CH2:12][CH2:13][C@H:14]2[C@H:15]3[C@H:25]([CH2:26][CH2:27][C@:28]12[CH3:29])[C@:23]1([CH3:24])[C:18](=[CH:19][CH:20]([OH:30])[CH2:21][CH2:22]1)[CH2:17][CH2:16]3 |f:0.1.2.3.4.5,7.8.9|. Procedure: Refer to FIG. 189. LAH (21.3 mg, 0.561 mmol) was added to a solution of 17β-methylandrost-4-en-3-one (7, 143.2 mg, 0.4999 mmol) (J. B. Jones and K. D. Gordon, Can. Chem. 1972, 50, 2712-2718) in 2.8 ml of anh. ether. After stirring the suspension for 30 min. Glauber's salt (0.76 g) was added and the mixture stirred a further 1/2 h. Ether (10 ml) was added and the suspension was filtered through diatomaceous earth. The residue was washed with three 10 ml portions of ether and the combined filtrate... The reactants are BrCC1CCCCO1, CCOC(C)=O, Cc1c(F)cc(C(=O)NC2CC2)cc1-c1ccc2[nH]ncc2c1, ClC(Cl)Cl, [H-], [Na+], CN(C)C=O. Product: Cc1c(F)cc(C(=O)NC2CC2)cc1-c1ccc2c(cnn2CC2CCCCO2)c1. RXN SMILES: [Br:26][CH2:27][CH:28]1[O:29][CH2:30][CH2:31][CH2:32][CH2:33]1.[C:39]([O:40][CH2:41][CH3:42])(=[O:43])[CH3:44].[CH:3]1([NH:6][C:7]([c:8]2[cH:9][c:10]([F:24])[c:11]([CH3:23])[c:12](-[c:14]3[cH:15][c:16]4[cH:17][n:18][nH:19][c:20]4[cH:21][cH:22]3)[cH:13]2)=[O:25])[CH2:4][CH2:5]1.[CH:45]([Cl:46])([Cl:47])[Cl:48].[H-:1].[Na+:2].[O:34]=[CH:35][N:36]([CH3:37])[CH3:38]>>[CH:3]1([NH:6][C:7]([c:8]2[cH:9][c:10]([F:24])[c:11]([CH3:23])[c:12](-[c:14]3[cH:15][c:16]4[cH:17][n:18][n:19]([CH2:27][CH:28]5[O:29][CH2:30][CH2:31][CH2:32][CH2:33]5)[c:20]4[cH:21][cH:22]3)[cH:13]2)=[O:25])[CH2:4][CH2:5]1.